This data is from the Open Reaction Database (ORD), a public repository of structured organic reaction records. The task is: describe an organic reaction: reactants, conditions, products, and yield The reactants are C1(=CC=CC=C1)NCC(CO)O (3-phenylamino-1,2-propanediol), COCCOC (1,2-dimethoxyethane), C(OCC)(OCC)=O (diethyl carbonate), C[O-].[Na+] (sodium methoxide). Solvent: O (water). The product is OCC1CN(C(O1)=O)C1=CC=CC=C1 (5-(hydroxymethyl)-3-phenyl-2-oxazolidinone). As a reaction SMILES: [C:1]1([NH:7][CH2:8][CH:9]([OH:12])[CH2:10][OH:11])[CH:6]=[CH:5][CH:4]=[CH:3][CH:2]=1.[CH3:13][O:14]CCOC.C(=O)(OCC)OCC.C[O-].[Na+]>O>[OH:11][CH2:10][CH:9]1[O:12][C:13](=[O:14])[N:7]([C:1]2[CH:6]=[CH:5][CH:4]=[CH:3][CH:2]=2)[CH2:8]1 |f:3.4|. Procedure: A mixture of 83.6 g (0.5 mole) of 3-phenylamino-1,2-propanediol, 250 ml of 1,2-dimethoxyethane and 61 ml of diethyl carbonate was refluxed in a nitrogen atmosphere. Solid sodium methoxide (about 0.15 g) was added and refluxing continued for approximately 21/2 hours. The mixture was cooled, stirred with water and filtered to yield 41.1 g of 5-(hydroxymethyl)-3-phenyl-2-oxazolidinone, m.p. 122°-124° C. The 41.1 g was recrystallized from 100 ml of absolute ethanol to give 38.0 g, m.p. 125.5°-126° C...